Dataset: the Open Reaction Database (ORD), a public repository of structured organic reaction records. Task: describe an organic reaction: reactants, conditions, products, and yield The reactants are BrC1=C2C=C(C=NC2=CC=C1)OC (5-bromo-3-methoxyquinoline), C(C1=CC=CC=C1)OC(NC1CNC1)=O (azetidin-3-yl-carbamic acid benzyl ester). Yields the product COC=1C=NC2=CC=CC(=C2C1)N1CC(C1)N (1-(3-Methoxy-quinolin-5-yl)-azetidin-3-ylamine). Reaction SMILES: Br[C:2]1[CH:11]=[CH:10][CH:9]=[C:8]2[C:3]=1[CH:4]=[C:5]([O:12][CH3:13])[CH:6]=[N:7]2.C(OC(=O)[NH:23][CH:24]1[CH2:27][NH:26][CH2:25]1)C1C=CC=CC=1>>[CH3:13][O:12][C:5]1[CH:6]=[N:7][C:8]2[C:3]([CH:4]=1)=[C:2]([N:26]1[CH2:27][CH:24]([NH2:23])[CH2:25]1)[CH:11]=[CH:10][CH:9]=2. Reported procedure: Starting from 5-bromo-3-methoxyquinoline (WO 2007/107965) and azetidin-3-yl-carbamic acid benzyl ester (commercial) the title compound was prepared according to procedure L followed by procedure G and was isolated as a pale yellow solid (122 mg, 63% over two steps). Run in O (water). Run at temperature 130 celsius, time 2 hour. Product: S1C(=NC2=C1C=CC=C2)CCCCCC(=O)O (6-(Benzothiazol-2-yl)hexanoic acid). RXN SMILES: [C:1]([O:11]CC)(=[O:10])[CH2:2][CH2:3][CH2:4][CH2:5][CH2:6][C:7]([O-])=O.[NH2:14][C:15]1[CH:20]=[CH:19][CH:18]=[CH:17][C:16]=1[SH:21]>O>[S:21]1[C:16]2[CH:17]=[CH:18][CH:19]=[CH:20][C:15]=2[N:14]=[C:7]1[CH2:6][CH2:5][CH2:4][CH2:3][CH2:2][C:1]([OH:11])=[O:10]. Starting materials: C(CCCCCC(=O)[O-])(=O)OCC (monoethyl heptanedioate), NC1=C(C=CC=C1)S (o-aminothiophenol), polyphosphoric acid. Procedure: A mixture of monoethyl heptanedioate (9.41 g), o-aminothiophenol (5.35 ml) and polyphosphoric acid (150 g) was heated to 130° C. with stirring and the reaction was conducted at the same temperature for 2 hours. After cooling to 40° C., pure water (300 ml) was added and the mixture was stirred at 50° C. for 30 minutes. After cooling to room temperature, the reaction mixture was extracted with ethyl acetate (500 ml). The organic layer was extracted with 1N NaOH, acidified with concentrated HCl, an... The reactants are [BH3-]C#N, CO, NC(CO)C(O)c1ccccc1, [Na+], COC(=O)Cc1ccc(OCC(C)=O)cc1, c1ccccc1. Product: COC(=O)Cc1ccc(OCC(C)NC(CO)C(O)c2ccccc2)cc1. Reaction SMILES: [C:35]([BH3-:36])#[N:37].[CH3:39][OH:40].[NH2:1][CH:2]([CH:3]([OH:4])[c:5]1[cH:6][cH:7][cH:8][cH:9][cH:10]1)[CH2:11][OH:12].[Na+:38].[O:13]=[C:14]([CH2:15][O:16][c:17]1[cH:18][cH:19][c:20]([CH2:23][C:24](=[O:25])[O:26][CH3:27])[cH:21][cH:22]1)[CH3:28].[cH:29]1[cH:30][cH:31][cH:32][cH:33][cH:34]1>>[NH:1]([CH:2]([CH:3]([OH:4])[c:5]1[cH:6][cH:7][cH:8][cH:9][cH:10]1)[CH2:11][OH:12])[CH:14]([CH2:15][O:16][c:17]1[cH:18][cH:19][c:20]([CH2:23][C:24](=[O:25])[O:26][CH3:27])[cH:21][cH:22]1)[CH3:28]. Reported procedure: A solution of 8.6 grams (0.028 mole) of 2,4-dibromo-4,4-difluorobutyl acetate and 8.2 ml (0.028 mole) of tributyltin hydride in 15 ml of xylene was stirred, and 0.01 gram of 1,1'-azobisisobutyronitrile was added. The reaction mixture was warmed to 120° C. where it was stirred for 18 hours. The reaction mixture was distilled under reduced pressure, yielding 0.4 gram of 4-bromo-4,4-difluorobutyl acetate; b.p. 40°-55° C./1.8 mm. The nmr spectrum was consistent with the proposed structure. Starting materials: C(C)(=O)OCC(CC(F)(F)Br)Br (2,4-dibromo-4,4-difluorobutyl acetate), C(CCC)[SnH](CCCC)CCCC (tributyltin hydride), 1,1'-azobisisobutyronitrile. The yield is 6.2%. The product is C(C)(=O)OCCCC(F)(F)Br (4-bromo-4,4-difluorobutyl acetate). Reaction SMILES: [C:1]([O:4][CH2:5][CH:6](Br)[CH2:7][C:8]([Br:11])([F:10])[F:9])(=[O:3])[CH3:2].C([SnH](CCCC)CCCC)CCC>C1(C)C(C)=CC=CC=1>[C:1]([O:4][CH2:5][CH2:6][CH2:7][C:8]([Br:11])([F:9])[F:10])(=[O:3])[CH3:2]. Run in C=1(C(=CC=CC1)C)C (xylene). Run at temperature 120 celsius, time 18 hour. Reactants: C(C)(C)OC(=O)N1C[C@H](CC1)N(CC1=CC(=CC(=C1)C(F)(F)F)Cl)C1=NC=C(C=N1)Br ((S)-3-{(5-bromo-pyrimidin-2-yl)-[3-chloro-5-(trifluoromethyl)benzyl]-amino}-pyrrolidine-1-carboxylic acid isopropyl ester), CN1N=C(C=C1)B1OC(C(O1)(C)C)(C)C (1-methylpyrazol-3-yl-4,4,5,5-tetramethyl-[1,3,2]dioxaborolane), C(O)([O-])=O.[Na+] (sodium hydrogen carbonate), O (water). Reagents/catalysts: C=1C=CC(=CC1)[P](C=2C=CC=CC2)(C=3C=CC=CC3)[Pd]([P](C=4C=CC=CC4)(C=5C=CC=CC5)C=6C=CC=CC6)([P](C=7C=CC=CC7)(C=8C=CC=CC8)C=9C=CC=CC9)[P](C=1C=CC=CC1)(C=1C=CC=CC1)C=1C=CC=CC1 (tetrakis(triphenylphosphine)palladium(0)). Run in COCCOC (1,2-dimethoxy-ethane). Conditions: temperature 95 celsius, time 3 hour. Yields the product C(C)(C)OC(=O)N1C[C@H](CC1)N(C1=NC=C(C=N1)C=1C=NN(C1)C)CC1=CC(=CC(=C1)C(F)(F)F)Cl ((S)-3-{(3-Chloro-5-trifluoromethyl-benzyl)-[5-(1-methyl-1H-pyrazol-4-yl)-pyrimidin-2-yl]-amino}-pyrrolidine-1-carboxylic acid isopropyl ester). The yield is 67.4%. RXN SMILES: [CH:1]([O:4][C:5]([N:7]1[CH2:11][CH2:10][C@H:9]([N:12]([C:25]2[N:30]=[CH:29][C:28](Br)=[CH:27][N:26]=2)[CH2:13][C:14]2[CH:19]=[C:18]([C:20]([F:23])([F:22])[F:21])[CH:17]=[C:16]([Cl:24])[CH:15]=2)[CH2:8]1)=[O:6])([CH3:3])[CH3:2].[CH3:32][N:33]1[CH:37]=[CH:36][C:35](B2OC(C)(C)C(C)(C)O2)=[N:34]1.C(=O)([O-])O.[Na+].O>COCCOC.C1C=CC([P]([Pd]([P](C2C=CC=CC=2)(C2C=CC=CC=2)C2C=CC=CC=2)([P](C2C=CC=CC=2)(C2C=CC=CC=2)C2C=CC=CC=2)[P](C2C=CC=CC=2)(C2C=CC=CC=2)C2C=CC=CC=2)(C2C=CC=CC=2)C2C=CC=CC=2)=CC=1>[CH:1]([O:4][C:5]([N:7]1[CH2:11][CH2:10][C@H:9]([N:12]([CH2:13][C:14]2[CH:19]=[C:18]([C:20]([F:23])([F:22])[F:21])[CH:17]=[C:16]([Cl:24])[CH:15]=2)[C:25]2[N:30]=[CH:29][C:28]([C:36]3[CH:35]=[N:34][N:33]([CH3:32])[CH:37]=3)=[CH:27][N:26]=2)[CH2:8]1)=[O:6])([CH3:3])[CH3:2] |f:2.3,^1:62,64,83,102|. Procedure details: To a mixture of (S)-3-{(5-bromo-pyrimidin-2-yl)-[3-chloro-5-(trifluoromethyl)benzyl]-amino}-pyrrolidine-1-carboxylic acid isopropyl ester (0.19 mmol, 100 mg), 1-methylpyrazol-3-yl-4,4,5,5-tetramethyl-[1,3,2]dioxaborolane (0.23 mmol, 48 mg), tetrakis(triphenylphosphine)palladium(0) (0.02 mmol, 22 mg) and 2M aqueous sodium hydrogen carbonate (0.19 mL) in 1,2-dimethoxy-ethane (0.6 mL) is allowed to warm to 95° C. and stirred for 3 hours. The mixture is cooled to room temperature and then added wate...